Dataset: the Open Reaction Database (ORD), a public repository of structured organic reaction records. Task: describe an organic reaction: reactants, conditions, products, and yield Starting materials: CN(C)C=NS(=O)(=O)CC(CO)(CC)CC (3-(N,N-dimethylamino-methylene)aminosulfonyl-2,2-diethyl-1-propanol), [H-].[Na+] (sodium hydride), Cl (hydrochloric acid), ClC=1C(=CC=2N(N1)N=CN2)C (6-chloro-7-methyl[1,2,4]triazolo[1,5-b]pyridazine). The solvent is O1CCCC1 (tetrahydrofuran). Reaction conditions: time 1 hour. The product is C(C)C(COC=1C(=CC=2N(N1)N=CN2)C)(CS(N)(=O)=O)CC (6-(2,2-diethyl-3-sulfamoyl-1-propoxy)-7-methyl[1,2,4]triazolo[1,5-b]pyridazine). The yield is 80.7%. Reaction SMILES: CN(C=[N:5][S:6]([CH2:9][C:10]([CH2:15][CH3:16])([CH2:13][CH3:14])[CH2:11][OH:12])(=[O:8])=[O:7])C.[H-].[Na+].Cl[C:20]1[C:21]([CH3:29])=[CH:22][C:23]2[N:24]([N:26]=[CH:27][N:28]=2)[N:25]=1.Cl>O1CCCC1>[CH2:15]([C:10]([CH2:13][CH3:14])([CH2:9][S:6](=[O:7])(=[O:8])[NH2:5])[CH2:11][O:12][C:20]1[C:21]([CH3:29])=[CH:22][C:23]2[N:24]([N:26]=[CH:27][N:28]=2)[N:25]=1)[CH3:16] |f:1.2|. Procedure: To a solution of 1.38 g of 3-(N,N-dimethylamino-methylene)aminosulfonyl-2,2-diethyl-1-propanol in 30 ml of tetrahydrofuran was added 0.23 g of 60% sodium hydride in oil and the mixture was stirred at room temperature for 1 hour. To this reaction mixture was added 0.74 g of 6-chloro-7-methyl[1,2,4]triazolo[1,5-b]pyridazine and the mixture was refluxed with stirring for 1 hour. After cooling, the reaction mixture was adjusted to pH 6 with 1N-hydrochloric acid and extracted with ethyl acetate-tetra...